This data is from the Open Reaction Database (ORD), a public repository of structured organic reaction records. The task is: describe an organic reaction: reactants, conditions, products, and yield Reactants: FC(C1=CC=C(C=C1)[C@]12CNC[C@@H]2C1)(F)F ((1S,5R)-1-[4-(trifluoromethyl)phenyl]-3-azabicyclo[3.1.0]hexane), ClCCCN1C(NC(C(=C1)C=1SC=CC1)=O)=O (1-(3-chloropropyl)-5-(2-thienyl)-2,4(1H,3H)-pyrimidinedione), [Na+].[I-] (NaI), TEA, [NH4+].[Cl-] (NH4Cl). Solvent: CN(C)C=O (DMF). Conditions: temperature 100 celsius, time 10 minute. Product: Cl.S1C(=CC=C1)C=1C(NC(N(C1)CCCN1C[C@]2(C[C@H]2C1)C1=CC=C(C=C1)C(F)(F)F)=O)=O (5-(2-thienyl)-1-(3-{(1S,5R)-1-[4-(trifluoromethyl)phenyl]-3-azabicyclo[3.1.0]hex-3-yl}propyl)-2,4(1H,3H)-pyrimidinedione hydrochloride). Isolated yield 59.3%. RXN SMILES: [F:1][C:2]([F:16])([F:15])[C:3]1[CH:8]=[CH:7][C:6]([C@:9]23[CH2:14][C@H:13]2[CH2:12][NH:11][CH2:10]3)=[CH:5][CH:4]=1.[Cl:17][CH2:18][CH2:19][CH2:20][N:21]1[CH:26]=[C:25]([C:27]2[S:28][CH:29]=[CH:30][CH:31]=2)[C:24](=[O:32])[NH:23][C:22]1=[O:33].[Na+].[I-].[NH4+].[Cl-]>CN(C=O)C>[ClH:17].[S:28]1[CH:29]=[CH:30][CH:31]=[C:27]1[C:25]1[C:24](=[O:32])[NH:23][C:22](=[O:33])[N:21]([CH2:20][CH2:19][CH2:18][N:11]2[CH2:12][C@H:13]3[C@:9]([C:6]4[CH:5]=[CH:4][C:3]([C:2]([F:1])([F:15])[F:16])=[CH:8][CH:7]=4)([CH2:14]3)[CH2:10]2)[CH:26]=1 |f:2.3,4.5,7.8|. Reported procedure: A mixture of (1S,5R)-1-[4-(trifluoromethyl)phenyl]-3-azabicyclo[3.1.0]hexane (Prep4, 40 mg), 1-(3-chloropropyl)-5-(2-thienyl)-2,4(1H,3H)-pyrimidinedione (Prep15, 57 mg), NaI catalytic amount and TEA (0.050 mL) in DMF (0.5 mL) was heated at 100° C. for 24 hours. Aqueous saturated NH4Cl solution was then added to the mixture and then it was extracted with DCM. The organic phases were dried and concentrated in vacuo. The crude product was purified by a SCX cartridge and then by preparative HPLC [(c... The reactants are ( 20 ), ( 20 ), [H][H] (hydrogen), C1C[C@H]([C@@H]2[C@@H]([C@@H](CN2C1)O)O)O (swainsonine), OC1C(C2CCCN2C1)(O)O (trihydroxypyrrolizidine), O[C@@H]1[C@@H](CN2C[C@H]([C@H](C12)O)O)O ((1S,2R,6R,7S)-1,2,6,7-tetrahydroxypyrrolizidine), OC1C(C2CCCN2C1)(O)O (trihydroxypyrrolizidine), OC1C(C2CCCN2C1)(O)O (trihydroxypyrrolizidine), ( 20 ), O[C@@H]1[C@@H](CN2C[C@H]([C@H](C12)O)O)O ((1S,2R,6R,7S)-1,2,6,7-tetrahydroxypyrrolizidine), hydroxyl, O[C@@H]1[C@@H](CN2C[C@H]([C@H](C12)O)O)O ((1S,2R,6R,7S)-1,2,6,7-tetrahydroxypyrrolizidine), C1C[C@H]([C@@H]2[C@@H]([C@@H](CN2C1)O)O)O (swainsonine), ( 19 ), N-methyl. Yields the product OC1(C(C2CCCN2C1)(O)O)O (TETRAHYDROXYPYRROLIZIDINE). As a reaction SMILES: [OH:1][C@H]1C2N(C[C@@H](O)[C@H]2O)C[C@H]1O.[H][H].[OH:15][CH:16]1[CH2:23][N:22]2[CH:18]([CH2:19][CH2:20][CH2:21]2)[C:17]1([OH:25])[OH:24].C1CN2[C@@H]([C@H](O)[C@H](O)C2)[C@H](O)C1>>[OH:15][C:16]1([OH:1])[CH2:23][N:22]2[CH:18]([CH2:19][CH2:20][CH2:21]2)[C:17]1([OH:25])[OH:24]. Procedure: The synthesis of homochiral pyrrolizidine (1) requires joining by nitrogen of C-1, C-4 and C-7 of the diacetonide (2). A stereochemical feature of the pyrrolizidine (1), is that it possesses a chirotopic, non-stereogenic center at C-7a and is pseudo C2 symmetric (i.e. the molecule would possess C2 symmetry other than for the center at C-7a). C-7a in (1) is derived from C-4 of the sugar lactone, so that the introduction of nitrogen at this carbon with inversion or retention of configuration will ... Reactants: C(#N)C1=C(C=CC=C1)CC#N (2-cyanophenylacetonitrile), NO (hydroxylamine), CCO (EtOH). Yields the product NC1=NC(C2=CC=CC=C2C1)=NO (3-aminoisoquinolin-1(4H)-one oxime), ONC1N=C(C2=CC=CC=C2C1)N (3-(hydroxyamino)-3,4-dihydroisoquinolin-1-amine). Isolated yield 185.4%. RXN SMILES: [C:1]([C:3]1[CH:8]=[CH:7][CH:6]=[CH:5][C:4]=1[CH2:9][C:10]#[N:11])#[N:2].[NH2:12][OH:13].CCO>>[NH2:11][C:10]1[CH2:9][C:4]2[C:3](=[CH:8][CH:7]=[CH:6][CH:5]=2)[C:1](=[N:12][OH:13])[N:2]=1.[OH:13][NH:12][CH:10]1[CH2:9][C:4]2[C:3](=[CH:8][CH:7]=[CH:6][CH:5]=2)[C:1]([NH2:2])=[N:11]1. Procedure details: A solution of 2-cyanophenylacetonitrile (1 g, 7 mmol) and hydroxylamine (1.7 cm3, 28.1 mmol, 4 eq) in EtOH (25 cm3) were stirred under reflux for 60 hours, after which the volatiles were removed under reduced pressure. The residue was recrystallised from EtOH-water (1:4, 15 cm3) to give the cyclised product 3-aminoisoquinolin-1(4H)-one oxime or 3-(hydroxyamino)-3,4-dihydroisoquinolin-1-amine (1.15 g, 85.9%) as a solid, mp 92.5-94.5° C. Starting materials: CN1c2ccc(O)cc2C2CCC(NCc3ccccc3)C21, CCO, [OH-], [OH-], [Pd+2]. Product: CN1c2ccc(O)cc2C2CCC(N)C21. RXN SMILES: [CH3:1][N:2]1[CH:3]2[CH:4]([c:5]3[cH:6][c:7]([OH:11])[cH:8][cH:9][c:10]31)[CH2:12][CH2:13][CH:14]2[NH:15][CH2:16][c:17]1[cH:18][cH:19][cH:20][cH:21][cH:22]1.[CH3:23][CH2:24][OH:25].[OH-:26].[OH-:28].[Pd+2:27]>>[CH3:1][N:2]1[CH:3]2[CH:4]([c:5]3[cH:6][c:7]([OH:11])[cH:8][cH:9][c:10]31)[CH2:12][CH2:13][CH:14]2[NH2:15]. Reactants: Cl (hydrochloric acid), C(C)(=O)OC=1C(=CC2=C(CC(O2)(COC2=CC=C(C=C2)[N+](=O)[O-])C)C1C(C)(C)C)C(C)(C)C (5-acetoxy-4,6-di-t-butyl-2-methyl-2-(4-nitrophenoxymethyl)-2,3-dihydrobenzofuran), [Cl-].[NH4+] (ammonium chloride), [H-].C(C(C)C)[Al+]CC(C)C (diisobutyl aluminum hydride). Run in C1(=CC=CC=C1)C (toluene). Run at time 2 hour. Product: C(C)(C)(C)C1=C(C(=CC2=C1CC(O2)(COC2=CC=C(C=C2)[N+](=O)[O-])C)C(C)(C)C)O (4,6-di-t-butyl-5-hydroxy-2-methyl-2-(4-nitrophenoxymethyl)-2,3-dihydrobenzofuran). The yield is 36.4%. Reaction SMILES: C([O:4][C:5]1[C:6]([C:30]([CH3:33])([CH3:32])[CH3:31])=[CH:7][C:8]2[O:12][C:11]([CH3:24])([CH2:13][O:14][C:15]3[CH:20]=[CH:19][C:18]([N+:21]([O-:23])=[O:22])=[CH:17][CH:16]=3)[CH2:10][C:9]=2[C:25]=1[C:26]([CH3:29])([CH3:28])[CH3:27])(=O)C.[H-].C([Al+]CC(C)C)C(C)C.[Cl-].[NH4+].Cl>C1(C)C=CC=CC=1>[C:26]([C:25]1[C:9]2[CH2:10][C:11]([CH3:24])([CH2:13][O:14][C:15]3[CH:20]=[CH:19][C:18]([N+:21]([O-:23])=[O:22])=[CH:17][CH:16]=3)[O:12][C:8]=2[CH:7]=[C:6]([C:30]([CH3:33])([CH3:32])[CH3:31])[C:5]=1[OH:4])([CH3:29])([CH3:28])[CH3:27] |f:1.2,3.4|. Procedure: Under a nitrogen atmosphere, 1.0 g of 5-acetoxy-4,6-di-t-butyl-2-methyl-2-(4-nitrophenoxymethyl)-2,3-dihydrobenzofuran was dissolved in 30 ml of toluene. To the solution was added 5.5 ml of diisobutyl aluminum hydride (1.0 M in toluene) and the mixture was stirred at room temperature for 2 hours. After reaction, the reaction solution was combined with a saturated aqueous ammonium chloride solution and 10% hydrochloric acid and extracted with ethyl acetate. The organic layer was washed with satur... The reactants are O=C1OC(Cn2c3ccc(Br)cc3c3cc(Br)ccc32)CN1c1cccnc1, C1CCOC1, [Li+], [OH-], O, O. Product: OC(CNc1cccnc1)Cn1c2ccc(Br)cc2c2cc(Br)ccc21. RXN SMILES: [Br:4][c:5]1[cH:6][cH:7][c:8]2[n:9]([CH2:19][CH:20]3[CH2:21][N:22]([c:26]4[cH:27][n:28][cH:29][cH:30][cH:31]4)[C:23](=[O:25])[O:24]3)[c:10]3[cH:11][cH:12][c:13]([Br:18])[cH:14][c:15]3[c:16]2[cH:17]1.[CH2:32]1[O:33][CH2:34][CH2:35][CH2:36]1.[Li+:2].[OH-:1].[OH2:37].[OH2:3]>>[Br:4][c:5]1[cH:6][cH:7][c:8]2[n:9]([CH2:19][CH:20]([CH2:21][NH:22][c:26]3[cH:27][n:28][cH:29][cH:30][cH:31]3)[OH:24])[c:10]3[cH:11][cH:12][c:13]([Br:18])[cH:14][c:15]3[c:16]2[cH:17]1.